Dataset: the Open Reaction Database (ORD), a public repository of structured organic reaction records. Task: describe an organic reaction: reactants, conditions, products, and yield The solvent is CC(=O)C (acetone). The product is ClC1=C(C=C(C=C1)OC)C (4-chloro-3-methylanisole). Reactants: ClC1=C(C=C(C=C1)O)C (4-Chloro-3-methylphenol), C([O-])([O-])=O.[K+].[K+] (Potassium carbonate), CI (methyl iodide). Reaction SMILES: [Cl:1][C:2]1[CH:7]=[CH:6][C:5]([OH:8])=[CH:4][C:3]=1[CH3:9].[C:10](=O)([O-])[O-].[K+].[K+].CI>CC(C)=O>[Cl:1][C:2]1[CH:7]=[CH:6][C:5]([O:8][CH3:10])=[CH:4][C:3]=1[CH3:9] |f:1.2.3|. Reported procedure: 4-Chloro-3-methylphenol (28.5 g., 0.2 mole) was dissolved in 400 ml. of acetone. Potassium carbonate (33.1 g., 0.24 mole) and then methyl iodide (34.1 g., 0.24 mole) were added and the mixture stirred for 16 hours at room temperature. The reaction mixture was filtered and the filtrate evaporated to an oil containing solids. This residue was distributed between methylene chloride and water. The organic layer was separated, washed in sequence with two portions of 1 N sodium hydroxide, two portions... Run at time 16 hour. The reactants are CC1=NC=C(C(=O)OC)C=C1 (methyl 6-methylnicotinate), BrCC(C)=O (bromoacetone). Solvent: CC(=O)C (acetone). The product is [Br-].O=C(C[N+]1=C(C=CC(=C1)C(=O)OC)C)C (N-(2-oxo-1-propyl)-2-methyl-5-methoxycarbonylpyridinium bromide). RXN SMILES: [CH3:1][C:2]1[CH:11]=[CH:10][C:5]([C:6]([O:8][CH3:9])=[O:7])=[CH:4][N:3]=1.[Br:12][CH2:13][C:14](=[O:16])[CH3:15]>CC(C)=O>[Br-:12].[O:16]=[C:14]([CH3:15])[CH2:13][N+:3]1[CH:4]=[C:5]([C:6]([O:8][CH3:9])=[O:7])[CH:10]=[CH:11][C:2]=1[CH3:1] |f:3.4|. Procedure: A solution of methyl 6-methylnicotinate (1.00 g, 6.60 mmol) and bromoacetone (1.00 g, 7.30 mmol) in acetone (3 mL) was refluxed overnight, cooled to room temperature, and decanted. The resulting solid was dried under vacuum to provide approximatelyl.47 g the desired product as a solid, which was used directly in the next step without further purification. Reactants: CN(CCNC1=CC=C(C=2SC3=CC=CC=C3C(C12)=O)CO)C (1-[[2-(dimethylamino)ethyl]amino]-4-(hydroxymethyl)-thioxanthen-9-one). The reagents and catalysts are [O-2].[Mn+2] (manganese oxide). Solvent: C1(=CC=CC=C1)C (toluene). Conditions: temperature 60 celsius. Yields the product CN(CCNC1=CC=C(C=2SC3=CC=CC=C3C(C12)=O)C=O)C (1-[[2-(dimethylamino)-ethyl]amino]-9-oxothioxanthen-4-carboxaldehyde). Yield: 86.4%. Reaction SMILES: [CH3:1][N:2]([CH3:23])[CH2:3][CH2:4][NH:5][C:6]1[C:19]2[C:18](=[O:20])[C:17]3[C:12](=[CH:13][CH:14]=[CH:15][CH:16]=3)[S:11][C:10]=2[C:9]([CH2:21][OH:22])=[CH:8][CH:7]=1>C1(C)C=CC=CC=1.[O-2].[Mn+2]>[CH3:1][N:2]([CH3:23])[CH2:3][CH2:4][NH:5][C:6]1[C:19]2[C:18](=[O:20])[C:17]3[C:12](=[CH:13][CH:14]=[CH:15][CH:16]=3)[S:11][C:10]=2[C:9]([CH:21]=[O:22])=[CH:8][CH:7]=1 |f:2.3|. Reported procedure: A mixture of 1-[[2-(dimethylamino)ethyl]amino]-4-(hydroxymethyl)-thioxanthen-9-one (9.2 g, 0.028 mol) in toluene (322 mL) was heated to about 60° C. and then manganese oxide (MnO2, 16 g) was added and the mixture was heated at 60° C. for 1 hour. The mixture was filtered and the filtrate was concentrated in vacuo to afford 7.9 g (87%) of 1-[[2-(dimethylamino)-ethyl]amino]-9-oxothioxanthen-4-carboxaldehyde (Formula II: R1 =R2 =Me; R8 =H; n=2). Starting materials: Cl.Cl.FC=1C=C(N)C=C(C1O[C@@H]1COCC1)CNC ((5)-3-Fluoro-5-((methylamino)methyl)-4-((tetrahydrofuran-3-yl)oxy)aniline dihydrochloride), C(C)(C)N(C(C)C)CC (N,N-diisopropylethylamine), C(C1=CC=CC=C1)OC(=O)ON1C(CCC1=O)=O (N-(benzyloxycarbonyloxy) succinimide). Solvent: CN(C)C=O (DMF). Run at time 1 hour. Yields the product NC=1C=C(C(=C(CN(C(OCC2=CC=CC=C2)=O)C)C1)O[C@@H]1COCC1)F ((S)-Benzyl 5-amino-3-fluoro-2-((tetrahydrofuran-3-yl)oxy)benzyl(methyl)carbamate). Isolated yield 70.6%. As a reaction SMILES: Cl.Cl.[F:3][C:4]1[CH:5]=[C:6]([CH:8]=[C:9]([CH2:17][NH:18][CH3:19])[C:10]=1[O:11][C@H:12]1[CH2:16][CH2:15][O:14][CH2:13]1)[NH2:7].C(N(CC)C(C)C)(C)C.[CH2:29]([O:36][C:37]([O:39]N1C(=O)CCC1=O)=O)[C:30]1[CH:35]=[CH:34][CH:33]=[CH:32][CH:31]=1>CN(C=O)C>[NH2:7][C:6]1[CH:5]=[C:4]([F:3])[C:10]([O:11][C@H:12]2[CH2:16][CH2:15][O:14][CH2:13]2)=[C:9]([CH:8]=1)[CH2:17][N:18]([CH3:19])[C:37](=[O:39])[O:36][CH2:29][C:30]1[CH:31]=[CH:32][CH:33]=[CH:34][CH:35]=1 |f:0.1.2|. Procedure: To 39A (640 mg, 2.043 mmol), N,N-diisopropylethylamine (1.424 ml, 8.17 mmol) in DMF (10 ml), was added N-(benzyloxycarbonyloxy) succinimide (560 mg, 2.248 mmol). The mixture was stirred at rt for 1 h, quenched with water, extracted with EtOAc. The organic layer was washed with brine, dried (Na2SO4) and concentrated. The crude product was purified by flash chromatography to give 39B (540 mg, 1.442 mmol, 70.6% yield). MS (ESI) m/z: 375.2 (M+H)+.